This data is from the Open Reaction Database (ORD), a public repository of structured organic reaction records. The task is: describe an organic reaction: reactants, conditions, products, and yield Starting materials: [C]=O (carbon monoxide), COC(CCl)=O (chloroacetic acid methyl ester), C[O-].[K+] (potassium methylate), COC(C)=O (acetic acid methyl ester), COC(COC)=O (methoxyacetic acid methyl ester). The product is COC(CC(=O)OC)=O (malonic acid dimethyl ester). The yield is 90.0%. Reaction SMILES: [C]=O.[CH3:3][O:4][C:5](=[O:8])[CH2:6]Cl.C[O-].[K+].[CH3:12][O:13][C:14](=[O:16])C.COC(=O)COC>>[CH3:3][O:4][C:5](=[O:8])[CH2:6][C:14]([O:13][CH3:12])=[O:16] |f:2.3,^3:0|. Reported procedure: In a one-liter glass flask equipped with stirrer, 2 dropping funnels, a reflux condenser, a glass electrode and a glass inlet tube for carbon monoxide, 108.5 g (1 mole) of chloroacetic acid methyl ester is reacted for 61/2 hours with 1 mole of potassium methylate (28.75% solution in methanol) in the presence of 10 g of Co2 (CO)8, at 70° C., 0.8 at. CO, and a pH of approximately 8.5. The processing yields 119 g of malonic acid dimethyl ester (90% yield), and small amounts of acetic acid methyl es... Reactants: CC(C)(C)[O-].[K+] (Potassium tert-butylate), C(C)OC1=C2C=CNC2=CC(=C1)CC=1C(=NC(=NC1)N)N (5-(4-ethoxy-1H-indol-6-ylmethyl)-pyrimidine-2,4-diamine), CN(S(=O)(=O)Cl)C (dimethylsulfamoyl chloride). Solvent: CN(C=O)C (N,N-dimethylformamide). Yields the product CN(S(=O)(=O)N1C=CC2=C(C=C(C=C12)CC=1C(=NC(=NC1)N)N)OCC)C (6-(2,4-Diamino-pyrimidin-5-ylmethyl)-4-ethoxy-indole-1-sulfonic Acid dimethylamide). Isolated yield 53.0%. RXN SMILES: CC([O-])(C)C.[K+].[CH2:7]([O:9][C:10]1[CH:18]=[C:17]([CH2:19][C:20]2[C:21]([NH2:27])=[N:22][C:23]([NH2:26])=[N:24][CH:25]=2)[CH:16]=[C:15]2[C:11]=1[CH:12]=[CH:13][NH:14]2)[CH3:8].[CH3:28][N:29]([CH3:34])[S:30](Cl)(=[O:32])=[O:31]>CN(C)C=O>[CH3:28][N:29]([CH3:34])[S:30]([N:14]1[C:15]2[C:11](=[C:10]([O:9][CH2:7][CH3:8])[CH:18]=[C:17]([CH2:19][C:20]3[C:21]([NH2:27])=[N:22][C:23]([NH2:26])=[N:24][CH:25]=3)[CH:16]=2)[CH:12]=[CH:13]1)(=[O:32])=[O:31] |f:0.1|. Reported procedure: Potassium tert-butylate (42 mg, 0.37 mmol) was added to a solution of 5-(4-ethoxy-1H-indol-6-ylmethyl)-pyrimidine-2,4-diamine (Example 1; 100 mg, 0.353 mmol) in N,N-dimethylformamide (5 mL). After 15 min dimethylsulfamoyl chloride (53 mg, 0.37 mmol) was added, then after 30 min the solvent was distilled off and the residue partitioned between ethyl acetate and saturated aqueous sodium hydrogencarbonate solution. The organic layer was washed with brine, dried (MgSO4), and evaporated. Suspension o...